Dataset: the Open Reaction Database (ORD), a public repository of structured organic reaction records. Task: describe an organic reaction: reactants, conditions, products, and yield Starting materials: CC(C)(C)OC(=O)CCc1ccc(O)cc1CN1C(=O)c2ccccc2C1=O, O=C([O-])[O-], Cc1ccc(S(=O)(=O)OCCC2CN(Cc3ccc(C(F)(F)F)cc3)C(=O)N2C)cc1, [Cs+], [Cs+], CN(C)C=O, O. Reaction SMILES: [C:1]([CH3:2])([CH3:3])([CH3:4])[O:5][C:6]([CH2:7][CH2:8][c:9]1[c:10]([CH2:16][N:17]2[C:18](=[O:27])[c:19]3[cH:20][cH:21][cH:22][cH:23][c:24]3[C:25]2=[O:26])[cH:11][c:12]([OH:15])[cH:13][cH:14]1)=[O:28].[C:60](=[O:61])([O-:62])[O-:63].[CH3:29][N:30]1[C:31](=[O:59])[N:32]([CH2:48][c:49]2[cH:50][cH:51][c:52]([C:55]([F:56])([F:57])[F:58])[cH:53][cH:54]2)[CH2:33][CH:34]1[CH2:35][CH2:36][O:37][S:38]([c:39]1[cH:40][cH:41][c:42]([CH3:43])[cH:44][cH:45]1)(=[O:46])=[O:47].[Cs+:64].[Cs+:65].[O:66]=[CH:67][N:68]([CH3:69])[CH3:70].[OH2:71]>>[C:1]([CH3:2])([CH3:3])([CH3:4])[O:5][C:6]([CH2:7][CH2:8][c:9]1[c:10]([CH2:16][N:17]2[C:18](=[O:27])[c:19]3[cH:20][cH:21][cH:22][cH:23][c:24]3[C:25]2=[O:26])[cH:11][c:12]([O:15][CH2:36][CH2:35][CH:34]2[N:30]([CH3:29])[C:31](=[O:59])[N:32]([CH2:48][c:49]3[cH:50][cH:51][c:52]([C:55]([F:56])([F:57])[F:58])[cH:53][cH:54]3)[CH2:33]2)[cH:13][cH:14]1)=[O:28]. Yields the product CN1C(=O)N(Cc2ccc(C(F)(F)F)cc2)CC1CCOc1ccc(CCC(=O)OC(C)(C)C)c(CN2C(=O)c3ccccc3C2=O)c1. Starting materials: BrC1=CC=CC(=N1)C1=NN(C2=NC(=NC=C21)NCCN2CCCCC2)COCC[Si](C)(C)C ([3-(6-bromo-pyridin-2-yl)-1-(2-trimethylsilanyl-ethoxymethyl)-1H-pyrazolo[3,4-d]pyrimidin-6-yl]-(2-piperidin-1-yl-ethyl)-amine), C(C1=CC=CC=C1)N (benzylamine), CN(C)C1=CC=CC=C1C2=CC=CC=C2P(C3CCCCC3)C4CCCCC4 (DavePhos), CC(C)(C)[O-].[Na+] (tBuONa). The reagents and catalysts are C=1C=CC(=CC1)/C=C/C(=O)/C=C/C2=CC=CC=C2.C=1C=CC(=CC1)/C=C/C(=O)/C=C/C2=CC=CC=C2.C=1C=CC(=CC1)/C=C/C(=O)/C=C/C2=CC=CC=C2.[Pd].[Pd] (Pd2(dba)3). Solvent: O1CCOCC1 (dioxane). Reaction conditions: temperature 105 celsius, time 16 hour. Yields the product C(C1=CC=CC=C1)NC1=CC=CC(=N1)C1=NN(C2=NC(=NC=C21)NCCN2CCCCC2)COCC[Si](C)(C)C ([3-(6-benzylamino-pyridin-2-yl)-1-(2-trimethylsilanyl-ethoxymethyl)-1H-pyrazolo[3,4-d]pyrimidin-6-yl]-(2-piperidin-1-yl-ethyl)-amine). Reaction SMILES: Br[C:2]1[N:7]=[C:6]([C:8]2[C:16]3[C:11](=[N:12][C:13]([NH:17][CH2:18][CH2:19][N:20]4[CH2:25][CH2:24][CH2:23][CH2:22][CH2:21]4)=[N:14][CH:15]=3)[N:10]([CH2:26][O:27][CH2:28][CH2:29][Si:30]([CH3:33])([CH3:32])[CH3:31])[N:9]=2)[CH:5]=[CH:4][CH:3]=1.[CH2:34]([NH2:41])[C:35]1[CH:40]=[CH:39][CH:38]=[CH:37][CH:36]=1.CN(C1C(C2C(P(C3CCCCC3)C3CCCCC3)=CC=CC=2)=CC=CC=1)C.CC([O-])(C)C.[Na+]>C1C=CC(/C=C/C(/C=C/C2C=CC=CC=2)=O)=CC=1.C1C=CC(/C=C/C(/C=C/C2C=CC=CC=2)=O)=CC=1.C1C=CC(/C=C/C(/C=C/C2C=CC=CC=2)=O)=CC=1.[Pd].[Pd].O1CCOCC1>[CH2:34]([NH:41][C:2]1[N:7]=[C:6]([C:8]2[C:16]3[C:11](=[N:12][C:13]([NH:17][CH2:18][CH2:19][N:20]4[CH2:25][CH2:24][CH2:23][CH2:22][CH2:21]4)=[N:14][CH:15]=3)[N:10]([CH2:26][O:27][CH2:28][CH2:29][Si:30]([CH3:33])([CH3:32])[CH3:31])[N:9]=2)[CH:5]=[CH:4][CH:3]=1)[C:35]1[CH:40]=[CH:39][CH:38]=[CH:37][CH:36]=1 |f:3.4,5.6.7.8.9|. Procedure: A sealed tube was charged with [3-(6-bromo-pyridin-2-yl)-1-(2-trimethylsilanyl-ethoxymethyl)-1H-pyrazolo[3,4-d]pyrimidin-6-yl]-(2-piperidin-1-yl-ethyl)-amine (from Example 41 supra) (285 mg, 0.54 mmol), benzylamine (69 mg, 0.65 mmol), Pd2(dba)3 (20 mg), DavePhos (30 mg), tBuONa (61 mg, 0.65 mmol) and dioxane (10 mL). This mixture was stirred at 105° C. under an atmosphere of N2 for 16 hours. After cooling to room temperature, the solvent was removed under reduced pressure. The residue was partit...